describe an organic reaction: reactants, conditions, products, and yield From a dataset of the Open Reaction Database (ORD), a public repository of structured organic reaction records. Starting materials: COc1cccc(-c2nsc(S(N)(=O)=O)n2)c1, Cl, O, c1ccncc1. Product: NS(=O)(=O)c1nc(-c2cccc(O)c2)ns1. Reaction SMILES: [CH3:8][O:9][c:10]1[cH:11][c:12](-[c:16]2[n:17][s:18][c:19]([S:21](=[O:22])(=[O:23])[NH2:24])[n:20]2)[cH:13][cH:14][cH:15]1.[ClH:1].[OH2:25].[n:2]1[cH:3][cH:4][cH:5][cH:6][cH:7]1>>[OH:9][c:10]1[cH:11][c:12](-[c:16]2[n:17][s:18][c:19]([S:21](=[O:22])(=[O:23])[NH2:24])[n:20]2)[cH:13][cH:14][cH:15]1. Starting materials: CC1=C(C2=C(N=C3N(C2=O)C=C(C=C3)C(=O)N)S1)C (2,3-dimethyl-4-oxo-4H-pyrido[1,2-a]thieno[2,3-d]pyrimidine-7-carboxamide), P(=O)(Cl)(Cl)Cl (phosphorus oxychloride). Product: CC1=C(C2=C(N=C3N(C2=O)C=C(C=C3)C#N)S1)C (2,3-dimethyl-4-oxo-4H-pyrido[1,2-a]thieno[2,3-d]pyrimidine-7-carbonitrile). Run in C(Cl)(Cl)Cl (chloroform). RXN SMILES: [CH3:1][C:2]1[S:18][C:5]2[N:6]=[C:7]3[CH:14]=[CH:13][C:12]([C:15]([NH2:17])=O)=[CH:11][N:8]3[C:9](=[O:10])[C:4]=2[C:3]=1[CH3:19].P(Cl)(Cl)(Cl)=O>C(Cl)(Cl)Cl>[CH3:1][C:2]1[S:18][C:5]2[N:6]=[C:7]3[CH:14]=[CH:13][C:12]([C:15]#[N:17])=[CH:11][N:8]3[C:9](=[O:10])[C:4]=2[C:3]=1[CH3:19]. Yield: 94.2%. Procedure details: From 1.0 g (0.0037 mol) of 2,3-dimethyl-4-oxo-4H-pyrido[1,2-a]thieno[2,3-d]pyrimidine-7-carboxamide (Example 26), 50 ml of phosphorus oxychloride and 50 ml of chloroform and refluxing on a steam bath for eighteen hours, following the procedure of Example 27, there is obtained 0.89 g of 2,3-dimethyl-4-oxo-4H-pyrido[1,2-a]thieno[2,3-d]pyrimidine-7-carbonitrile; mp 306°-307° C. after recrystallization from glacial acetic acid. Reactants: Cl, NC(CC(=O)O)c1ccccc1O, [Na+], C1COCCO1, [OH-], O, O=S(=O)(Cl)c1ccc2ccccc2c1. The product is O=C(O)CC(NS(=O)(=O)c1ccc2ccccc2c1)c1ccccc1O. Reaction SMILES: [ClH:1].[NH2:2][CH:3]([CH2:4][C:5](=[O:6])[OH:7])[c:8]1[c:9]([OH:14])[cH:10][cH:11][cH:12][cH:13]1.[Na+:16].[O:31]1[CH2:32][CH2:33][O:34][CH2:35][CH2:36]1.[OH-:15].[OH2:37].[cH:17]1[c:18]([S:27](=[O:28])(=[O:29])[Cl:30])[cH:19][cH:20][c:21]2[cH:22][cH:23][cH:24][cH:25][c:26]12>>[NH:2]([CH:3]([CH2:4][C:5](=[O:6])[OH:7])[c:8]1[c:9]([OH:14])[cH:10][cH:11][cH:12][cH:13]1)[S:27]([c:18]1[cH:17][c:26]2[c:21]([cH:20][cH:19]1)[cH:22][cH:23][cH:24][cH:25]2)(=[O:28])=[O:29]. The reactants are NC1=CC=C2C=CC=NC2=C1 (7-aminoquinoline), FC1=CC=C(C=C1)C1=NC(=C(C(=O)O)C=C1)C (6-(4-fluorophenyl)-2-methylnicotinic acid). The product is FC1=CC=C(C=C1)C1=NC(=C(C(=O)NC2=CC=C3C=CC=NC3=C2)C=C1)C (6-(4-Fluorophenyl)-2-methyl-N-quinolin-7-yl-nicotinamide). Reaction SMILES: [NH2:1][C:2]1[CH:11]=[C:10]2[C:5]([CH:6]=[CH:7][CH:8]=[N:9]2)=[CH:4][CH:3]=1.[F:12][C:13]1[CH:18]=[CH:17][C:16]([C:19]2[CH:27]=[CH:26][C:22]([C:23](O)=[O:24])=[C:21]([CH3:28])[N:20]=2)=[CH:15][CH:14]=1>>[F:12][C:13]1[CH:18]=[CH:17][C:16]([C:19]2[CH:27]=[CH:26][C:22]([C:23]([NH:1][C:2]3[CH:11]=[C:10]4[C:5]([CH:6]=[CH:7][CH:8]=[N:9]4)=[CH:4][CH:3]=3)=[O:24])=[C:21]([CH3:28])[N:20]=2)=[CH:15][CH:14]=1. Procedure: Using the procedure outlined in Example 45, the title compound was prepared from 7-aminoquinoline (D55) (26 mg, 0.8 mmol) and 6-(4-fluorophenyl)-2-methylnicotinic acid (D24) (50 mg, 0.22 mmol) as a white solid. MS(ES): MH+ 358, M-H+ 356. Starting materials: CCOC(=O)c1nc(Nc2ccc(C(C)(C)C)cc2)c2ccc(-c3ncccc3C)nc2n1, C1CCOC1, Cl, [Li+], [OH-], O, O. Yields the product Cc1cccnc1-c1ccc2c(Nc3ccc(C(C)(C)C)cc3)nc(C(=O)O)nc2n1. RXN SMILES: [CH2:1]([CH3:2])[O:3][C:4](=[O:5])[c:6]1[n:7][c:8]([NH:23][c:24]2[cH:25][cH:26][c:27]([C:30]([CH3:31])([CH3:32])[CH3:33])[cH:28][cH:29]2)[c:9]2[c:10]([n:11]1)[n:12][c:13](-[c:16]1[n:17][cH:18][cH:19][cH:20][c:21]1[CH3:22])[cH:14][cH:15]2.[CH2:38]1[O:39][CH2:40][CH2:41][CH2:42]1.[ClH:37].[Li+:35].[OH-:34].[OH2:36].[OH2:43]>>[O:3]=[C:4]([OH:5])[c:6]1[n:7][c:8]([NH:23][c:24]2[cH:25][cH:26][c:27]([C:30]([CH3:31])([CH3:32])[CH3:33])[cH:28][cH:29]2)[c:9]2[c:10]([n:11]1)[n:12][c:13](-[c:16]1[n:17][cH:18][cH:19][cH:20][c:21]1[CH3:22])[cH:14][cH:15]2. Reactants: [OH-].[K+] (KOH), FC1=CC=C(C=CC(=O)O)C=C1 (4-fluorocinnamic acid), (PPh3)3RhCl, C1CCOC1 (THF), [H-].[H-].[H-].[H-].[Li+].[Al+3] (LiAlH4). Run in O (H2O), O (H2O), [SiH](CC)(CC)CC (Et3SiH). Conditions: temperature 100 celsius, time 3 hour. The product is FC1=CC=C(C=C1)CCCO (3-(4-Fluorophenyl)propanol). Isolated yield 97.7%. Reaction SMILES: [F:1][C:2]1[CH:12]=[CH:11][C:5]([CH:6]=[CH:7][C:8](O)=[O:9])=[CH:4][CH:3]=1.C1COCC1.[H-].[H-].[H-].[H-].[Li+].[Al+3].[OH-].[K+]>[SiH](CC)(CC)CC.O>[F:1][C:2]1[CH:3]=[CH:4][C:5]([CH2:6][CH2:7][CH2:8][OH:9])=[CH:11][CH:12]=1 |f:2.3.4.5.6.7,8.9|. Procedure details: A mixture of 2.5 g (15 mmol) of 4-fluorocinnamic acid and 0.06 g of (PPh3)3RhCl (Wilkinson's catalyst) in 5 mL of Et3SiH was heated at 100° C. for 3 h. The reaction mixture was cooled to rt, and to it was added 20 mL of THF and 30 mL (30 mmol) of LiAlH4 (1 M in THF) and the reaction mixture was stirred at 40° C. for 3 h. The reaction mixture was cooled to rt and to it was successively added 3 mL of H2O, 3 mL of 15% KOH solution and 3 mL of H2O. The reaction mixture was filtered and the Al-salts ... Reactants: NC1=CC=C(C=C1)N1CCN(CC1)C1=CC=NC=C1 (1-(4-aminophenyl)-4-(4-pyridyl)piperazine), C1(CCC(=O)O1)=O (succinic anhydride), CN(C)C=O (DMF). Conditions: time 2.5 hour. Reaction SMILES: N[C:2]1[CH:7]=[CH:6][C:5]([N:8]2[CH2:13][CH2:12][N:11]([C:14]3[CH:19]=[CH:18][N:17]=[CH:16][CH:15]=3)[CH2:10][CH2:9]2)=[CH:4][CH:3]=1.[C:20]1(=[O:26])[O:25][C:23](=[O:24])[CH2:22][CH2:21]1.C[N:28](C=O)C>>[O:26]=[C:20]([C:2]1[CH:7]=[CH:6][C:5]([N:8]2[CH2:13][CH2:12][N:11]([C:14]3[CH:19]=[CH:18][N:17]=[CH:16][CH:15]=3)[CH2:10][CH2:9]2)=[CH:4][CH:3]=1)[CH2:21][CH:22]([NH2:28])[C:23]([OH:25])=[O:24]. The product is O=C(CC(C(=O)O)N)C1=CC=C(C=C1)N1CCN(CC1)C1=CC=NC=C1 (4-oxo-4-[4-[4-(4-pyridyl)piperazin-1-yl]-phenyl]-aminobutyric acid). Procedure: To a solution of 1-(4-aminophenyl)-4-(4-pyridyl)piperazine (100 mg) in DMF (8 ml) was added succinic anhydride (79 mg). The reaction mixture was stirred at room temperature for 2.5 hr and a precipitate was collected, washed with DMF and ethanol, then dried to give the title compound (106 mg) as a beige-coloured solid: m.p. 263°-264° C.; NMR (d6 -DMSO+CF3CO2H) δ 2.68 (4H, m), 3.80 (4H, m), 4.19 (4H, m), 7.20 (2H, d), 7.56 (2H, d), 7.82 (2H, d), 8.21 (2H, d), 9.62 (1H, s); m/Z 355 (M+H)+ ; calcula... Starting materials: ClC=1N=CC=C2C1NC(=C2)C(=O)OCC (Ethyl 7-chloro-1H-pyrrolo[2,3-c]pyridine-2-carboxylate), [OH-].[K+] (KOH). The solvent is O1CCCC1 (tetrahydrofuran), CO (methanol). Conditions: time 15.5 hour. Yields the product ClC=1N=CC=C2C1NC(=C2)C(=O)O (7-chloro-1H-pyrrolo[2,3-c]pyridine-2-carboxylic acid). Isolated yield 94.6%. As a reaction SMILES: [Cl:1][C:2]1[N:3]=[CH:4][CH:5]=[C:6]2[CH:10]=[C:9]([C:11]([O:13]CC)=[O:12])[NH:8][C:7]=12.[OH-].[K+]>O1CCCC1.CO>[Cl:1][C:2]1[N:3]=[CH:4][CH:5]=[C:6]2[CH:10]=[C:9]([C:11]([OH:13])=[O:12])[NH:8][C:7]=12 |f:1.2|. Reported procedure: Ethyl 7-chloro-1H-pyrrolo[2,3-c]pyridine-2-carboxylate (0.64 g, 2.85 mmol) was dissolved in tetrahydrofuran (5.7 mL) and methanol (6.8 mL). To the mixture was added 3 N KOH (2.85 mL). After stirring overnight (15.5 h) at room temperature, the reaction mixture was concentrated to dryness. The residue was dissolved in water. This aqueous solution was made acidic (pH 3) using 6 N HCl. The precipitate was collected by filtration. The precipitate was dissolved in methanol and concentrated to dryness ... Starting materials: BrC=1C=C(C(=NC1)O[C@H](C(F)(F)F)C)C(F)(F)F (5-Bromo-3-(trifluoromethyl)-2-{[(2S)-1,1,1-trifluoropropan-2-yl]oxy}pyridine), CO (MeOH), O (water), TEA, C1=CC=C(C=C1)P(CCCP(C2=CC=CC=C2)C3=CC=CC=C3)C4=CC=CC=C4 (DPPP). Reagents/catalysts: CC(=O)[O-].CC(=O)[O-].[Pd+2] (Pd(OAc)2). Run in CS(=O)C (DMSO). Run at temperature 70 celsius, time 15 hour. The product is FC(C=1C(=NC=C(C(=O)OC)C1)O[C@H](C(F)(F)F)C)(F)F (methyl 5-(trifluoromethyl)-6-{[(2S)-1,1,1-trifluoropropan-2-yl]oxy}nicotinate). As a reaction SMILES: Br[C:2]1[CH:3]=[C:4]([C:15]([F:18])([F:17])[F:16])[C:5]([O:8][C@@H:9]([CH3:14])[C:10]([F:13])([F:12])[F:11])=[N:6][CH:7]=1.[CH:19]1C=CC(P(C2C=CC=CC=2)CCCP(C2C=CC=CC=2)C2C=CC=CC=2)=CC=1.[OH2:48].[CH3:49][OH:50]>CS(C)=O.CC([O-])=O.CC([O-])=O.[Pd+2]>[F:16][C:15]([F:18])([F:17])[C:4]1[C:5]([O:8][C@@H:9]([CH3:14])[C:10]([F:13])([F:12])[F:11])=[N:6][CH:7]=[C:2]([CH:3]=1)[C:49]([O:50][CH3:19])=[O:48] |f:5.6.7|. Reported procedure: 5-Bromo-3-(trifluoromethyl)-2-{[(2S)-1,1,1-trifluoropropan-2-yl]oxy}pyridine (500 mg) was dissolved in a mixed vehicle of DMSO (5 mL) and MeOH (5 mL). Then, TEA (0.42 mL) was added thereto at 25° C., and then Pd(OAc)2(17 mg) and DPPP (60 mg) were added thereto at 25° C., followed by stirring at 70° C. for 15 hours under a CO atmosphere. To the reaction solution was added water (30 mL), followed by extraction with EtOAc (20 mL) three times. The organic layer was washed with brine, dried over MgSO...